This data is from the Open Reaction Database (ORD), a public repository of structured organic reaction records. The task is: describe an organic reaction: reactants, conditions, products, and yield Starting materials: CN1C(=NC2=C1C=C(C=C2)OC2=CC=C(C=C2)OC)COC2=CC=C(CC1C(NC(S1)=O)=O)C=C2 (5-{4-[1-methyl-6-(4-methoxyphenoxy)-1H-benzimidazole-2-ylmethoxy]benzyl}thiazolidine-2,4-dione), Cl.C(C)(=O)OCC (hydrogen chloride ethyl acetate). The product is Cl.CN1C(=NC2=C1C=C(C=C2)OC2=CC=C(C=C2)OC)COC2=CC=C(CC1C(NC(S1)=O)=O)C=C2 (5-{4-[1-Methyl-6-(4-methoxyphenoxy)-1H-benzimidazole-2-ylmethoxy]benzyl}thiazolidine-2,4-dione hydrochloride). RXN SMILES: [CH3:1][N:2]1[C:6]2[CH:7]=[C:8]([O:11][C:12]3[CH:17]=[CH:16][C:15]([O:18][CH3:19])=[CH:14][CH:13]=3)[CH:9]=[CH:10][C:5]=2[N:4]=[C:3]1[CH2:20][O:21][C:22]1[CH:35]=[CH:34][C:25]([CH2:26][CH:27]2[S:31][C:30](=[O:32])[NH:29][C:28]2=[O:33])=[CH:24][CH:23]=1.[ClH:36].C(OCC)(=O)C>>[ClH:36].[CH3:1][N:2]1[C:6]2[CH:7]=[C:8]([O:11][C:12]3[CH:13]=[CH:14][C:15]([O:18][CH3:19])=[CH:16][CH:17]=3)[CH:9]=[CH:10][C:5]=2[N:4]=[C:3]1[CH2:20][O:21][C:22]1[CH:35]=[CH:34][C:25]([CH2:26][CH:27]2[S:31][C:30](=[O:32])[NH:29][C:28]2=[O:33])=[CH:24][CH:23]=1 |f:1.2,3.4|. Procedure: In a similar manner to that described in Example (2-2b), a reaction was carried out using 5-{4-[1-methyl-6-(4-methoxyphenoxy)-1H-benzimidazole-2-ylmethoxy]benzyl}thiazolidine-2,4-dione (1.8 g) and 4N hydrogen chloride/ethyl acetate (50 ml) and the reaction mixture was purified to give the title compound (1.85 g). Starting materials: Cl (hydrogen chloride), C(C=C)(=O)Cl (acrylic acid chloride). Product: ClCCC(=O)Cl (β-chloropropionic acid chloride), C(C=C)(=O)Cl (acrylic acid chloride). RXN SMILES: [ClH:1].[C:2]([Cl:6])(=[O:5])[CH:3]=[CH2:4]>>[Cl:1][CH2:4][CH2:3][C:2]([Cl:6])=[O:5].[C:2]([Cl:6])(=[O:5])[CH:3]=[CH2:4]. Procedure: 25 g (about 0.7 mol) of gaseous hydrogen chloride are introduced into 45 g (0.5 mol) of acrylic acid chloride at 50° C for a period of 6 hours. The batch is allowed to stand over night. Thereafter it is distilled at about 20 torrs. 3 g (4.7% of the theory) of β-chloropropionic acid chloride and 39 g (87% of the theory) of acrylic acid chloride are obtained, the latter being condensed in a recipient cooled with dry ice. Reactants: N(=NC(=O)OC(C)C)C(=O)OC(C)C (diisopropyl azodicarboxylate), C(C=C)OC(=O)O[C@H](C)[C@@H]1[C@@H]2N(C(=C([C@@H]2C)CO)C(=O)OCC=C)C1=O (allyl (1S,5R,6S)-6-[1(R)-allyloxycarbonyloxy-ethyl]-2-hydroxymethyl-1-methyl-carbapen-2-em-3-carboxylate), C1(=CC=CC=C1)P(C1=CC=CC=C1)C1=CC=CC=C1 (triphenylphosphine), O=S1(NC=2C=CC=C3C=C(C=C(N1)C23)CCO[Si](CC)(CC)CC)=O (2,2-dioxo-5-(2-triethylsilanyloxy-ethyl)-2,3-dihydro-2-thia-1,3-diaza-phenalene). The solvent is O1CCCC1 (tetrahydrofuran), C(Cl)(Cl)Cl (chloroform). Conditions: time 30 minute. Product: C(C=C)OC(=O)O[C@H](C)[C@@H]1[C@@H]2N(C(=C([C@@H]2C)CN2S(N(C3=CC(=CC4=CC=CC2=C34)CCO[Si](CC)(CC)CC)C)(=O)=O)C(=O)OCC=C)C1=O (allyl (1S,5R,6S)-6-[1(R)-allyloxycarbonyloxy-ethyl]-1-methyl-2-[3-methyl-2,2-dioxo-5-(2-triethylsilanyloxy-ethyl)-2,3-dihydro-2-thia-1,3-diaza-phenalen-1-ylmethyl]-carbapen-2-em-3-carboxylate). RXN SMILES: [CH2:1]([O:4][C:5]([O:7][C@@H:8]([C@H:10]1[C:25](=[O:26])[N:12]2[C:13]([C:19]([O:21][CH2:22][CH:23]=[CH2:24])=[O:20])=[C:14]([CH2:17]O)[C@H:15]([CH3:16])[C@H:11]12)[CH3:9])=[O:6])[CH:2]=[CH2:3].[C:27]1(P(C2C=CC=CC=2)C2C=CC=CC=2)C=CC=CC=1.[O:46]=[S:47]1(=[O:70])[NH:58][C:57]2[C:59]3[C:53]([CH:54]=[C:55]([CH2:60][CH2:61][O:62][Si:63]([CH2:68][CH3:69])([CH2:66][CH3:67])[CH2:64][CH3:65])[CH:56]=2)=[CH:52][CH:51]=[CH:50][C:49]=3[NH:48]1.N(C(OC(C)C)=O)=NC(OC(C)C)=O>O1CCCC1.C(Cl)(Cl)Cl>[CH2:1]([O:4][C:5]([O:7][C@@H:8]([C@H:10]1[C:25](=[O:26])[N:12]2[C:13]([C:19]([O:21][CH2:22][CH:23]=[CH2:24])=[O:20])=[C:14]([CH2:17][N:48]3[C:49]4=[C:59]5[C:53](=[CH:52][CH:51]=[CH:50]4)[CH:54]=[C:55]([CH2:60][CH2:61][O:62][Si:63]([CH2:66][CH3:67])([CH2:64][CH3:65])[CH2:68][CH3:69])[CH:56]=[C:57]5[N:58]([CH3:27])[S:47]3(=[O:46])=[O:70])[C@H:15]([CH3:16])[C@H:11]12)[CH3:9])=[O:6])[CH:2]=[CH2:3]. Procedure details: A solution of allyl (1S,5R,6S)-6-[1(R)-allyloxycarbonyloxy-ethyl]-2-hydroxymethyl-1-methyl-carbapen-2-em-3-carboxylate (365 mg, 1.0 mmol), triphenylphosphine (315 mg, 1.2 mmol), and 2,2-dioxo-5-(2-triethylsilanyloxy-ethyl)-2,3-dihydro-2-thia-1,3-diaza-phenalene (432 mg, 1.1 mmol) in anhydrous tetrahydrofuran (7 mL) is cooled in an ice-bath and stirred under a nitrogen atmosphere while diisopropyl azodicarboxylate (0.24 mL, 1.2 mmol) is added dropwise over a few minutes. The resulting solution is... Starting materials: N1=CC=C(C=C1)C=1NCCN1 (2-(4-pyridyl)-imidazoline), [Ba] (barium). The solvent is C(Cl)Cl (CH2Cl2). Reaction conditions: time 24 hour. Product: N1C(=NC=C1)C1=CC=NC=C1 (4-(1H-imidazol-2-yl)pyridine). Yield: 68.1%. RXN SMILES: [N:1]1[CH:6]=[CH:5][C:4]([C:7]2[NH:8][CH2:9][CH2:10][N:11]=2)=[CH:3][CH:2]=1.[Ba]>C(Cl)Cl>[NH:8]1[CH:9]=[CH:10][N:11]=[C:7]1[C:4]1[CH:5]=[CH:6][N:1]=[CH:2][CH:3]=1. Procedure: 2-(4-pyridyl)-imidazoline (7.0 g, 0.047M) and barium mangnate (52.5 g) in CH2Cl2 (500 ml) were refluxed with stirring for 24 hrs. The reaction mixture was then filtered through diatomaceous earth, washed with methylene chloride and then ethylacetate. The combined filtrates were concentrated and crystallized from ethylacetate-petroleum ether to give 4-(1H-imidazol-2-yl)pyridine (4.7 g, 67% yield). Reaction SMILES: [CH3:1][O:2][C:3]1[CH:8]=[CH:7][C:6]([C:9](=O)[CH2:10][CH:11]([C:18]2[S:19][CH:20]=[CH:21][CH:22]=2)[C:12]([CH3:17])([N+:14]([O-])=O)[CH3:13])=[CH:5][CH:4]=1.C(O)C>[Zn].C(O)=O>[CH3:1][O:2][C:3]1[CH:8]=[CH:7][C:6]([C:9]2[CH2:10][CH:11]([C:18]3[S:19][CH:20]=[CH:21][CH:22]=3)[C:12]([CH3:17])([CH3:13])[N:14]=2)=[CH:5][CH:4]=1. Reaction conditions: time 5 hour. The reactants are COC1=CC=C(C=C1)C(CC(C(C)([N+](=O)[O-])C)C=1SC=CC1)=O (4'-methoxy-4-methyl-4-nitro-3-(2-thienyl)-valerophenone), C(C)O (ethanol). Product: COC1=CC=C(C=C1)C1=NC(C(C1)C=1SC=CC1)(C)C (2-(p-methoxy-phenyl)-5,5-dimethyl-4-(2-thienyl)-1-pyrroline). Reagents/catalysts: [Zn] (zinc). Run in C(=O)O (formic acid). Procedure: 180 G. of zinc powder are added portionwise while stirring over a period of 5 hours to a solution of 194 g. of 4'-methoxy-4-methyl-4-nitro-3-(2-thienyl)-valerophenone in 400 ml. of ethanol and 400 ml. of formic acid. The temperature is held at 48°-50° C. during this addition. The zinc sludge is then filtered off and the filtrate strongly concentrated under reduced pressure. The residue is taken up in water and made alkaline with 3-N sodium hydroxide. The mixture is extracted with methylene chlor...